This data is from the Open Reaction Database (ORD), a public repository of structured organic reaction records. The task is: describe an organic reaction: reactants, conditions, products, and yield Reactants: NC(=O)N (urea), CC1C(CCC(C1)C)N.C(C)(=O)[O-] (2.4-dimethyl-cyclohexyl-amine acetate). Run in O1CCOCC1 (dioxane). Product: CC1C(CCC(C1)C)NC(N)=O (N'-(2.4-dimethylcyclohexyl)-urea). RXN SMILES: [NH2:1][C:2]([NH2:4])=[O:3].[CH3:5][CH:6]1[CH2:11][CH:10]([CH3:12])[CH2:9][CH2:8][CH:7]1N.C([O-])(=O)C>O1CCOCC1>[CH3:5][CH:6]1[CH2:11][CH:10]([CH3:12])[CH2:9][CH2:8][CH:7]1[NH:1][C:2](=[O:3])[NH2:4] |f:1.2|. Reported procedure: 8.2 g of N-[4-(β-<2-methoxy-5-chloro-benzamido>-ethyl)-benzenesulfonyl]-urea.(melting point 171°-173°C) are suspended in 150 ml of dioxane and heated under reflux for 1 hour after addition of 3.75 g of 2.4-dimethyl-cyclohexyl-amine-acetate. Then the solvent is distilled off in vacuo and water is added to the residue. The crystals obtained of N-[4-(β-<2-methoxy5-chlorobenzamido>-ethyl)-benzenesulfonyl]-N'-(2.4-dimethylcyclohexyl)-urea are recrystallized from methanol/dimethyl formamide and melt a... Run at time 1 hour. Starting materials: C(C=C)OC(=O)C(C(=O)N[C@H]1[C@@H]2N(C(C(S2)(C)C)C(=O)OCC=C)C1=O)=C1SCCS1 (Allyl 6β-[(allyloxycarbonyl)(1,3-dithiolan-2-ylidene)acetamido]-2,2-dimethylpenam-3-carboxylate), C(C)C(C(=O)[O-])CCCC.[Na+].C(C)(=O)OCC (sodium 2-ethylhexanoate ethyl acetate), C1(=CC=CC=C1)P(C1=CC=CC=C1)C1=CC=CC=C1 (triphenyl-phosphine). RXN SMILES: C([O:4][C:5]([C:7](=[C:27]1[S:31][CH2:30][CH2:29][S:28]1)[C:8]([NH:10][C@@H:11]1[C:25](=[O:26])[N:13]2[CH:14]([C:19]([O:21]CC=C)=[O:20])[C:15]([CH3:18])([CH3:17])[S:16][C@H:12]12)=[O:9])=[O:6])C=C.C1(P(C2C=CC=CC=2)C2C=CC=CC=2)C=CC=CC=1.C(C(CCCC)C([O-])=O)C.[Na+:61].C(OCC)(=O)C>CN(C)C=O.C(OCC)(=O)C.C1C=CC([P]([Pd]([P](C2C=CC=CC=2)(C2C=CC=CC=2)C2C=CC=CC=2)([P](C2C=CC=CC=2)(C2C=CC=CC=2)C2C=CC=CC=2)[P](C2C=CC=CC=2)(C2C=CC=CC=2)C2C=CC=CC=2)(C2C=CC=CC=2)C2C=CC=CC=2)=CC=1>[C:5]([C:7](=[C:27]1[S:28][CH2:29][CH2:30][S:31]1)[C:8]([NH:10][C@@H:11]1[C:25](=[O:26])[N:13]2[CH:14]([C:19]([O-:21])=[O:20])[C:15]([CH3:18])([CH3:17])[S:16][C@H:12]12)=[O:9])([O-:6])=[O:4].[Na+:61].[Na+:61] |f:2.3.4,8.9.10,^1:82,84,103,122|. Run in CN(C=O)C (dimethylformamide), C(C)(=O)OCC (ethyl acetate). The yield is 87.0%. The reagents and catalysts are C=1C=CC(=CC1)[P](C=2C=CC=CC2)(C=3C=CC=CC3)[Pd]([P](C=4C=CC=CC4)(C=5C=CC=CC5)C=6C=CC=CC6)([P](C=7C=CC=CC7)(C=8C=CC=CC8)C=9C=CC=CC9)[P](C=1C=CC=CC1)(C=1C=CC=CC1)C=1C=CC=CC1 (tetrakis(triphenylphosphine)palladium(0)). Reported procedure: Allyl 6β-[(allyloxycarbonyl)(1,3-dithiolan-2-ylidene)acetamido]-2,2-dimethylpenam-3-carboxylate (485 mg, 1 mmol) was dissolved in a mixture of dimethylformamide (2 mL), ethyl acetate (2 mL) and 0.5N sodium 2-ethylhexanoate/ethyl acetate solution (4 mL), and treated with triphenyl-phosphine (30 mg) and tetrakis(triphenylphosphine)palladium(0) (30 mg). The reaction mixture was stirred at room temperature for 1 h under a nitrogen atmosphere. The resulting precipitate was collected by filtration, wa... Yields the product C(=O)([O-])C(C(=O)N[C@H]1[C@@H]2N(C(C(S2)(C)C)C(=O)[O-])C1=O)=C1SCCS1.[Na+].[Na+] (Disodium 6β-[carboxylato(1,3-dithiolan-2-ylidene)acetamido]-2,2-dimethylpenam-3-carboxylate). Reactants: CN(C)C (trimethylamine), [OH-].[Na+] (sodium hydroxide), [OH-].[Na+] (sodium hydroxide), [OH-].[Na+] (sodium hydroxide), [OH-].[Na+] (sodium hydroxide), CN(CCCC)C (dimethylbutylamine), ClCC(CO)O (3-chloro-1,2-dihydroxypropane), ClCC(CO)O (3-chloro-1,2-dihydroxypropane). Run in O (water). Run at temperature 40 celsius, time 1 hour. Product: [Cl-].OC(C[N+](C)(C)CCCC)CO (2,3-Dihydroxypropylbutyldimethylammonium chloride). RXN SMILES: [Cl:1][CH2:2][CH:3]([OH:6])[CH2:4][OH:5].[CH3:7][N:8]([CH3:13])[CH2:9][CH2:10][CH2:11][CH3:12].[OH-].[Na+].CN(C)C>O>[Cl-:1].[OH:6][CH:3]([CH2:4][OH:5])[CH2:2][N+:8]([CH2:9][CH2:10][CH2:11][CH3:12])([CH3:13])[CH3:7] |f:2.3,6.7|. Procedure: In a 2 L reactor system 543.27 g of 3-chloro-1,2-dihydroxypropane (99.6%, 4.90 moles) is added to 721.03 g of distilled water. The solution is brought to 25° C. Over 45 minutes 479.54 g dimethylbutylamine (99.5%, 4.72 moles) is added to the reactor. After one hour of mixing the temperature is increased to 40° C. and held for one hour. The temperature is then increased to 50° C. and held for 2.5 hours. The temperature is then increased to 60° C. and held for one hour. External heating is turned o... RXN SMILES: [I-].[Na+].C[Si](Cl)(C)C.[F:8][C:9]1[N:14]=[C:13]([C:15]([NH2:17])=[O:16])[C:12]([O:18]C)=[N:11][CH:10]=1.O>C(#N)C.C(Cl)(Cl)Cl>[F:8][C:9]1[N:14]=[C:13]([C:15]([NH2:17])=[O:16])[C:12]([OH:18])=[N:11][CH:10]=1 |f:0.1|. Isolated yield 15.2%. Run in C(Cl)(Cl)Cl (chloroform), C(C)#N (acetonitrile). Product: FC1=CN=C(C(=N1)C(=O)N)O (6-fluoro-3-hydroxy-2-pyrazinecarboxamide). Run at time 20 minute. Reported procedure: In an atmosphere of nitrogen gas, 1.51 g of sodium iodide was dissolved in 22 mL of acetonitrile. After adding 1.10 g of trimethylsilyl chloride, the mixture thus obtained was stirred at room temperature for 20 minutes. Then, 0.43 g of 6-fluoro-3-methoxy-2-pyrazinecarboxamide was added, and the mixture thus obtained was stirred at the same temperature as above for 18 hours. The reaction mixture was added to a mixture of 10 mL of water and 200 mL of chloroform, and the mixture thus formed was sep... Starting materials: O (water), [I-].[Na+] (sodium iodide), FC1=CN=C(C(=N1)C(=O)N)OC (6-fluoro-3-methoxy-2-pyrazinecarboxamide), C[Si](C)(C)Cl (trimethylsilyl chloride). Reactants: O=C(O)Cc1cccc(Br)c1, O=C1OC(=O)c2ccccc21, CC(=O)[O-], CCO, [Na+]. Product: O=C1OC(=Cc2cccc(Br)c2)c2ccccc21. RXN SMILES: [Br:12][c:13]1[cH:14][c:15]([CH2:19][C:20]([OH:21])=[O:22])[cH:16][cH:17][cH:18]1.[C:1]1(=[O:11])[c:2]2[c:3]([cH:7][cH:8][cH:9][cH:10]2)[C:4](=[O:5])[O:6]1.[CH3:24][C:25](=[O:26])[O-:27].[CH3:28][CH2:29][OH:30].[Na+:23]>>[C:1]1(=[CH:19][c:15]2[cH:14][c:13]([Br:12])[cH:18][cH:17][cH:16]2)[c:2]2[c:3]([cH:7][cH:8][cH:9][cH:10]2)[C:4](=[O:5])[O:6]1.